This data is from the Open Reaction Database (ORD), a public repository of structured organic reaction records. The task is: describe an organic reaction: reactants, conditions, products, and yield The reactants are FC=1C(=CC(=NC1)OC)C1=C(C=C(C(=O)OC)C=C1)C1(CCCC1)C=C (Methyl 4-(5-fluoro-2-methoxypyridin-4-yl)-3-(1-vinylcyclopentyl)benzoate), [H-].[H-].[H-].[H-].[Li+].[Al+3] (LAH), solution. The solvent is C1CCOC1 (THF), C(C)OCC (diethyl ether). Conditions: temperature 50 celsius, time 1 hour. The product is FC=1C(=CC(=NC1)OC)C1=C(C=C(C=C1)CO)C1(CCCC1)C=C ((4-(5-Fluoro-2-methoxypyridin-4-yl)-3-(1-vinylcyclopentyl)phenyl)methanol). RXN SMILES: [F:1][C:2]1[C:3]([C:10]2[CH:19]=[CH:18][C:13]([C:14](OC)=[O:15])=[CH:12][C:11]=2[C:20]2([CH:25]=[CH2:26])[CH2:24][CH2:23][CH2:22][CH2:21]2)=[CH:4][C:5]([O:8][CH3:9])=[N:6][CH:7]=1.[H-].[H-].[H-].[H-].[Li+].[Al+3]>C1COCC1.C(OCC)C>[F:1][C:2]1[C:3]([C:10]2[CH:19]=[CH:18][C:13]([CH2:14][OH:15])=[CH:12][C:11]=2[C:20]2([CH:25]=[CH2:26])[CH2:24][CH2:23][CH2:22][CH2:21]2)=[CH:4][C:5]([O:8][CH3:9])=[N:6][CH:7]=1 |f:1.2.3.4.5.6|. Procedure details: To a solution of methyl 4-(5-fluoro-2-methoxypyridin-4-yl)-3-(1-vinylcyclopentyl)benzoate 66.67E (51.0 mg, 143 μmol) in THF (2.0 mL) was slowly added LAH, (1.0M solution in diethyl ether) (0.30 mL, 287 μmol) at room temperature. The resulting mixture was stirred at 50° C. for 1 hour. Standard work up conditions were employed and the solvent was removed. The desired product was used in the next step without further purification. MS ESI (pos.) m/e: 328.2 (M+H)+. Starting materials: ClC=1C=CC(=C(C1)C1=CC(N(C=C1OC)C(C(=O)OC(C)(C)C)CC#C)=O)C#N (tert-butyl 2-[4-(5-chloro-2-cyanophenyl)-5-methoxy-2-oxopyridin-1(2H)-yl]pent-4-ynoate), C(=O)(C(F)(F)F)O (TFA). Product: ClC=1C=CC(=C(C1)C1=CC(N(C=C1OC)C(C(=O)O)CC#C)=O)C#N (2-[4-(5-Chloro-2-cyanophenyl)-5-methoxy-2-oxopyridin-1(2H)-yl]pent-4-ynoic acid). RXN SMILES: [Cl:1][C:2]1[CH:3]=[CH:4][C:5]([C:28]#[N:29])=[C:6]([C:8]2[C:13]([O:14][CH3:15])=[CH:12][N:11]([CH:16]([CH2:24][C:25]#[CH:26])[C:17]([O:19]C(C)(C)C)=[O:18])[C:10](=[O:27])[CH:9]=2)[CH:7]=1.C(O)(C(F)(F)F)=O>>[Cl:1][C:2]1[CH:3]=[CH:4][C:5]([C:28]#[N:29])=[C:6]([C:8]2[C:13]([O:14][CH3:15])=[CH:12][N:11]([CH:16]([CH2:24][C:25]#[CH:26])[C:17]([OH:19])=[O:18])[C:10](=[O:27])[CH:9]=2)[CH:7]=1. Procedure: 288 mg (0.7 mmol) of tert-butyl 2-[4-(5-chloro-2-cyanophenyl)-5-methoxy-2-oxopyridin-1(2H)-yl]pent-4-ynoate (racemate) were hydrolysed with TFA according to General Method 6A. Yield: 295 mg (purity 85%, quant.) The reactants are CC(=O)OC(C)=O, Cc1ccccc1, Cc1cc(C)cc(N)c1. Yields the product CC(=O)Nc1cc(C)cc(C)c1. RXN SMILES: [CH3:10][C:11](=[O:12])[O:13][C:14](=[O:15])[CH3:16].[CH3:17][c:18]1[cH:19][cH:20][cH:21][cH:22][cH:23]1.[CH3:1][c:2]1[cH:3][c:4]([NH2:5])[cH:6][c:7]([CH3:9])[cH:8]1>>[CH3:1][c:2]1[cH:3][c:4]([NH:5][C:11]([CH3:10])=[O:12])[cH:6][c:7]([CH3:9])[cH:8]1. Reactants: CN(CCO)C(=O)Nc1nnc(C(C)(C)C)s1, O=S(Cl)Cl, c1ccccc1. Yields the product CN(CCCl)C(=O)Nc1nnc(C(C)(C)C)s1. Reaction SMILES: [OH:1][CH2:2][CH2:3][N:4]([C:5](=[O:6])[NH:7][c:8]1[n:9][n:10][c:11]([C:13]([CH3:14])([CH3:15])[CH3:16])[s:12]1)[CH3:17].[S:18]([Cl:19])([Cl:20])=[O:21].[cH:22]1[cH:23][cH:24][cH:25][cH:26][cH:27]1>>[CH2:2]([CH2:3][N:4]([C:5](=[O:6])[NH:7][c:8]1[n:9][n:10][c:11]([C:13]([CH3:14])([CH3:15])[CH3:16])[s:12]1)[CH3:17])[Cl:20]. Reactants: CCO, Cl, N#Cc1ccc(I)cc1, NO, [Na+], [Na+], O=C([O-])[O-], O. Yields the product NC(=NO)c1ccc(I)cc1. As a reaction SMILES: [CH3:19][CH2:20][OH:21].[ClH:16].[I:1][c:2]1[cH:3][cH:4][c:5]([C:6]#[N:7])[cH:8][cH:9]1.[NH2:17][OH:18].[Na+:10].[Na+:11].[O-:12][C:13](=[O:14])[O-:15].[OH2:22]>>[I:1][c:2]1[cH:3][cH:4][c:5]([C:6]([NH2:7])=[N:17][OH:18])[cH:8][cH:9]1. Reactants: [N+](=O)([O-])C1=CC=C(C(=O)Cl)C=C1 (4-nitrobenzoyl chloride), O (water), C(#N)CCSC1=C(C=C(C(=C1)N)SCCC#N)N (2,5-Bis[(cyanoethyl)thio]-1,4-phenylenediamine), resultant solution. Run in CN1CCCC1=O (NMP), CN1CCCC1=O (NMP). Reaction conditions: temperature 2.5 celsius, time 10 minute. Yields the product C(#N)CCSC1=C(C=C(C(=C1)N)SCCC#N)NC(C1=CC=C(C=C1)[N+](=O)[O-])=O (2,5-bis[(2-cyanoethyl)sulfanyl]-N-(4-nitrobenzoyl)-1,4-phenylenediamine). Isolated yield 61.3%. As a reaction SMILES: [C:1]([CH2:3][CH2:4][S:5][C:6]1[CH:11]=[C:10]([NH2:12])[C:9]([S:13][CH2:14][CH2:15][C:16]#[N:17])=[CH:8][C:7]=1[NH2:18])#[N:2].[N+:19]([C:22]1[CH:30]=[CH:29][C:25]([C:26](Cl)=[O:27])=[CH:24][CH:23]=1)([O-:21])=[O:20].O>CN1C(=O)CCC1>[C:1]([CH2:3][CH2:4][S:5][C:6]1[CH:11]=[C:10]([NH2:12])[C:9]([S:13][CH2:14][CH2:15][C:16]#[N:17])=[CH:8][C:7]=1[NH:18][C:26](=[O:27])[C:25]1[CH:24]=[CH:23][C:22]([N+:19]([O-:21])=[O:20])=[CH:30][CH:29]=1)#[N:2]. Procedure details: 2,5-Bis[(cyanoethyl)thio]-1,4-phenylenediamine (13.9 g, 50 mmol) was dissolved in 90 mL of NMP in a 250 mL 3-necked round-bottom flask under nitrogen purge. The resultant clear red solution was cooled to 0-5° C. in an ice bath, followed by addition of freshly distilled triethylamine (TEA) by syringe. After stirring for 10 minutes, a mixture of 4-nitrobenzoyl chloride (10.2 g, 55 mmol) and 90 mL of NMP was added into the stirred fed solution drop by drop over a period of 0.5 h. The resultant solu... Starting materials: NC1=C(C=CC(=C1)C#N)NC1=CC(=C(C=N1)CC(=O)N)NCC1=CC(=CC(=C1)F)F (6-[(2-amino-4-cyanophenyl)amino]-4-[(3,5-difluorobenzyl)amino]pyridine-3-carboxyamide), NC1=C(C=C(C=C1)C#N)NC1=CC(=C(C=N1)CC(=O)N)NCC1=CC(=CC(=C1)F)F (6-[(2-amino-5-cyanophenyl)amino]-4-[(3,5-difluorobenzyl) amino]pyridine-3-carboxyamide), C(OC)(OC)OC (trimethyl orthoformate). Yields the product C(#N)C1=CC2=C(N(C=N2)C2=CC(=C(C=N2)CC(=O)N)NCC2=CC(=CC(=C2)F)F)C=C1 (6-(5-cyano-1H-benzimidazol-1-yl)-4-[(3,5-difluorobenzyl)amino]pyridine-3-carboxyamide), solid. Isolated yield 45.0%. RXN SMILES: [NH2:1][C:2]1[CH:7]=[C:6]([C:8]#[N:9])[CH:5]=[CH:4][C:3]=1[NH:10][C:11]1[N:16]=[CH:15][C:14]([CH2:17][C:18]([NH2:20])=[O:19])=[C:13]([NH:21][CH2:22][C:23]2[CH:28]=[C:27]([F:29])[CH:26]=[C:25]([F:30])[CH:24]=2)[CH:12]=1.N[C:32]1C=CC(C#N)=CC=1NC1N=CC(CC(N)=O)=C(NCC2C=C(F)C=C(F)C=2)C=1.C(OC)(OC)OC>>[C:8]([C:6]1[CH:5]=[CH:4][C:3]2[N:10]([C:11]3[N:16]=[CH:15][C:14]([CH2:17][C:18]([NH2:20])=[O:19])=[C:13]([NH:21][CH2:22][C:23]4[CH:24]=[C:25]([F:30])[CH:26]=[C:27]([F:29])[CH:28]=4)[CH:12]=3)[CH:32]=[N:1][C:2]=2[CH:7]=1)#[N:9]. Procedure: From the mixture of 6-[(2-amino-4-cyanophenyl)amino]-4-[(3,5-difluorobenzyl)amino]pyridine-3-carboxyamide and 6-[(2-amino-5-cyanophenyl)amino]-4-[(3,5-difluorobenzyl) amino]pyridine-3-carboxyamide (1H-NMR integral ratio 3:1) and trimethyl orthoformate in a manner similar to step 2 of Example 365, the title compound was obtained as a white solid (yield 45%). Reactants: S(N)(=O)(=O)C1=CC=2C(=NC=CC2O1)OC (2-sulfamoyl-4-methoxyfuro[3,2-c]pyridine). Run in Cl (hydrochloric acid). Reaction conditions: temperature 100 celsius. Yields the product S(N)(=O)(=O)C1=CC=2C(NC=CC2O1)=O (2-Sulfamoylfuro[3,2-c]pyridin-4(5H)-one). As a reaction SMILES: [S:1]([C:5]1[O:13][C:12]2[CH:11]=[CH:10][N:9]=[C:8]([O:14]C)[C:7]=2[CH:6]=1)(=[O:4])(=[O:3])[NH2:2]>Cl>[S:1]([C:5]1[O:13][C:12]2[CH:11]=[CH:10][NH:9][C:8](=[O:14])[C:7]=2[CH:6]=1)(=[O:3])(=[O:4])[NH2:2]. Reported procedure: Alternate Procedure: A suspension of 2-sulfamoyl-4-methoxyfuro[3,2-c]pyridine (0.75 g, 3.3 mmol) in 10% aqueous hydrochloric acid (40 ml) was heated at 100° C. for 41/2 hours. Upon cooling, the product precipitated and was collected by filtration, washed with ethanol and diethyl ether to give 0.53 g (76% yield), m.p. 286°-289° C. Isolated yield 18.5%. Procedure details: N(8)-(4-Fluoro-benzyl)-N(2)-[3-(4-methyl-piperazin-1-yl)-phenyl]-[1,2,4]triazolo[1,5-a]pyridine-2,8-diamine was prepared from (2-chloro-[1,2,4]triazolo[1,5-a]pyridin-8-yl)-(4-fluoro-benzyl)-amine (0.288 g, 1.04 mol) and ]3-(4-methylpiperazin-1-yl)aniline (223 mg, 1.17 mol) in a manner analogous to Example 2d. Product isolated as red foam (83.06 mg, 18.5%). 1H NMR (400 MHz, (D3C)2SO, δ, pap): 9.16 (s, 1H), 7.96 (d, J=6.3 Hz, 1H), 7.43 (t, J=12.8, 6.7 Hz, 2H), 7.26 (m, 2H), 7.18-7.06 (m, 3H), 6.72... Starting materials: ClC1=NN2C(C(=CC=C2)NCC2=CC=C(C=C2)F)=N1 ((2-chloro-[1,2,4]triazolo[1,5-a]pyridin-8-yl)-(4-fluoro-benzyl)-amine), CN1CCN(CC1)C=1C=C(N)C=CC1 (3-(4-methylpiperazin-1-yl)aniline). Product: FC1=CC=C(CNC=2C=3N(C=CC2)N=C(N3)NC3=CC(=CC=C3)N3CCN(CC3)C)C=C1 (N(8)-(4-Fluoro-benzyl)-N(2)-[3-(4-methyl-piperazin-1-yl)-phenyl]-[1,2,4]triazolo[1,5-a]pyridine-2,8-diamine), foam. RXN SMILES: Cl[C:2]1[N:19]=[C:5]2[C:6]([NH:10][CH2:11][C:12]3[CH:17]=[CH:16][C:15]([F:18])=[CH:14][CH:13]=3)=[CH:7][CH:8]=[CH:9][N:4]2[N:3]=1.[CH3:20][N:21]1[CH2:26][CH2:25][N:24]([C:27]2[CH:28]=[C:29]([CH:31]=[CH:32][CH:33]=2)[NH2:30])[CH2:23][CH2:22]1>>[F:18][C:15]1[CH:16]=[CH:17][C:12]([CH2:11][NH:10][C:6]2[C:5]3[N:4]([N:3]=[C:2]([NH:30][C:29]4[CH:31]=[CH:32][CH:33]=[C:27]([N:24]5[CH2:23][CH2:22][N:21]([CH3:20])[CH2:26][CH2:25]5)[CH:28]=4)[N:19]=3)[CH:9]=[CH:8][CH:7]=2)=[CH:13][CH:14]=1.